This data is from the Open Reaction Database (ORD), a public repository of structured organic reaction records. The task is: describe an organic reaction: reactants, conditions, products, and yield The product is COC(=O)c1ccc(CN(Cc2cn(C[Si](C)(C)C)nn2)S(=O)(=O)c2ccc([N+](=O)[O-])cc2[N+](=O)[O-])cc1. The reactants are C[Si](C)(C)Cn1cc(CO)nn1, CCOC(C)=O, COC(=O)c1ccc(CNS(=O)(=O)c2ccc([N+](=O)[O-])cc2[N+](=O)[O-])cc1, c1ccc(P(c2ccccc2)c2ccccc2)cc1, c1ccccc1. As a reaction SMILES: [CH3:1][Si:2]([CH3:3])([CH3:4])[CH2:5][n:6]1[n:7][n:8][c:9]([CH2:11][OH:12])[cH:10]1.[CH3:65][CH2:66][O:67][C:68]([CH3:69])=[O:70].[N+:13](=[O:14])([O-:15])[c:16]1[c:17]([S:25](=[O:26])(=[O:27])[NH:28][CH2:29][c:30]2[cH:31][cH:32][c:33]([C:34](=[O:35])[O:36][CH3:37])[cH:38][cH:39]2)[cH:18][cH:19][c:20]([N+:22](=[O:23])[O-:24])[cH:21]1.[c:40]1([P:41]([c:42]2[cH:43][cH:44][cH:45][cH:46][cH:47]2)[c:48]2[cH:49][cH:50][cH:51][cH:52][cH:53]2)[cH:54][cH:55][cH:56][cH:57][cH:58]1.[cH:59]1[cH:60][cH:61][cH:62][cH:63][cH:64]1>>[CH3:1][Si:2]([CH3:3])([CH3:4])[CH2:5][n:6]1[n:7][n:8][c:9]([CH2:11][N:28]([S:25]([c:17]2[c:16]([N+:13](=[O:14])[O-:15])[cH:21][c:20]([N+:22](=[O:23])[O-:24])[cH:19][cH:18]2)(=[O:26])=[O:27])[CH2:29][c:30]2[cH:31][cH:32][c:33]([C:34](=[O:35])[O:36][CH3:37])[cH:38][cH:39]2)[cH:10]1. Product: FC1=CC2=C(C(=NO2)C2CCN(CC2)CCCCOC2=CC(=C(C=C2)C(C)=O)OC)C=C1 (1-[4-[4-[4-(6-Fluoro-1,2-benzisoxazol-3-yl)-1-piperidinyl]butoxy]-2-methoxyphenyl]ethanone). Procedure details: A stirred mixture of 6-fluoro-3-(4-piperidinyl)-1,2-benzisoxazole hydrochloride (5.1 g, 0.02 mol), K2CO3 (5.2 g, 0.04 mol), 1-[4-(4-bromobutoxy)-3-methoxyphenyl]ethanone(6.6 g, 22 mmol), and dimethylformamide (60 ml) was heated at 75° C. for 5 hours. The reaction was poured into water, and the aqueous mixture was extracted with ethyl acetate. The ethyl acetate was washed (water), dried (MgSO4), and the solvent was concentrated to yield initially an oil, which solidified upon standing. The solid ... Run in O (water). Reaction SMILES: Cl.[F:2][C:3]1[CH:17]=[CH:16][C:6]2[C:7]([CH:10]3[CH2:15][CH2:14][NH:13][CH2:12][CH2:11]3)=[N:8][O:9][C:5]=2[CH:4]=1.[C:18]([O-:21])([O-])=O.[K+].[K+].Br[CH2:25][CH2:26][CH2:27][CH2:28][O:29][C:30]1[CH:35]=[CH:34][C:33]([C:36](=[O:38])[CH3:37])=[CH:32][C:31]=1OC.CN(C)C=O>O>[F:2][C:3]1[CH:17]=[CH:16][C:6]2[C:7]([CH:10]3[CH2:11][CH2:12][N:13]([CH2:25][CH2:26][CH2:27][CH2:28][O:29][C:30]4[CH:31]=[CH:32][C:33]([C:36](=[O:38])[CH3:37])=[C:34]([O:21][CH3:18])[CH:35]=4)[CH2:14][CH2:15]3)=[N:8][O:9][C:5]=2[CH:4]=1 |f:0.1,2.3.4|. Reaction conditions: temperature 75 celsius. Starting materials: Cl.FC1=CC2=C(C(=NO2)C2CCNCC2)C=C1 (6-fluoro-3-(4-piperidinyl)-1,2-benzisoxazole hydrochloride), C(=O)([O-])[O-].[K+].[K+] (K2CO3), BrCCCCOC1=C(C=C(C=C1)C(C)=O)OC (1-[4-(4-bromobutoxy)-3-methoxyphenyl]ethanone), CN(C=O)C (dimethylformamide). The yield is 87.4%. The reactants are C1CCOC1, C[Mg+], Cn1ncc2cc(C(=O)c3cnc4ccc(Cl)nn34)ccc21, [I-]. Yields the product Cn1ncc2cc(C(C)(O)c3cnc4ccc(Cl)nn34)ccc21. Reaction SMILES: [CH2:26]1[O:27][CH2:28][CH2:29][CH2:30]1.[CH3:24][Mg+:25].[Cl:1][c:2]1[cH:3][cH:4][c:5]2[n:6]([n:7]1)[c:8]([C:11](=[O:12])[c:13]1[cH:14][c:15]3[cH:16][n:17][n:18]([CH3:22])[c:19]3[cH:20][cH:21]1)[cH:9][n:10]2.[I-:23]>>[Cl:1][c:2]1[cH:3][cH:4][c:5]2[n:6]([n:7]1)[c:8]([C:11]([OH:12])([c:13]1[cH:14][c:15]3[cH:16][n:17][n:18]([CH3:22])[c:19]3[cH:20][cH:21]1)[CH3:24])[cH:9][n:10]2. Reactants: CCOC(C)=O, CCc1nc2c(C)cc(C)nc2n1Cc1ccc(NC2CCN(C(=O)C3CCN(C(=O)OC(C)(C)C)CC3)CC2)cc1, ClC(Cl)Cl, Cl, [Na+], [OH-]. Product: CCc1nc2c(C)cc(C)nc2n1Cc1ccc(NC2CCN(C(=O)C3CCNCC3)CC2)cc1. As a reaction SMILES: [C:43]([O:44][CH2:45][CH3:46])(=[O:47])[CH3:48].[CH2:1]([CH3:2])[c:3]1[n:4][c:5]2[c:6]([n:7][c:8]([CH3:12])[cH:9][c:10]2[CH3:11])[n:13]1[CH2:14][c:15]1[cH:16][cH:17][c:18]([NH:21][CH:22]2[CH2:23][CH2:24][N:25]([C:28](=[O:29])[CH:30]3[CH2:31][CH2:32][N:33]([C:36]([O:37][C:38]([CH3:39])([CH3:40])[CH3:41])=[O:42])[CH2:34][CH2:35]3)[CH2:26][CH2:27]2)[cH:19][cH:20]1.[CH:52]([Cl:53])([Cl:54])[Cl:55].[ClH:49].[Na+:51].[OH-:50]>>[CH2:1]([CH3:2])[c:3]1[n:4][c:5]2[c:6]([n:7][c:8]([CH3:12])[cH:9][c:10]2[CH3:11])[n:13]1[CH2:14][c:15]1[cH:16][cH:17][c:18]([NH:21][CH:22]2[CH2:23][CH2:24][N:25]([C:28](=[O:29])[CH:30]3[CH2:31][CH2:32][NH:33][CH2:34][CH2:35]3)[CH2:26][CH2:27]2)[cH:19][cH:20]1. The reactants are CN1CCCC1=O, CC(C)c1c[nH]c2ccc(Oc3c(Cl)cc([N+](=O)[O-])cc3Cl)cc12, O, O, Cl[Sn]Cl. The product is CC(C)c1c[nH]c2ccc(Oc3c(Cl)cc(N)cc3Cl)cc12. As a reaction SMILES: [CH3:30][N:31]1[CH2:32][CH2:33][CH2:34][C:35]1=[O:36].[Cl:1][c:2]1[c:3]([O:4][c:5]2[cH:6][c:7]3[c:8]([CH:14]([CH3:15])[CH3:16])[cH:9][nH:10][c:11]3[cH:12][cH:13]2)[c:17]([Cl:24])[cH:18][c:19]([N+:21]([O-:22])=[O:23])[cH:20]1.[OH2:25].[OH2:26].[Sn:27]([Cl:28])[Cl:29]>>[Cl:1][c:2]1[c:3]([O:4][c:5]2[cH:6][c:7]3[c:8]([CH:14]([CH3:15])[CH3:16])[cH:9][nH:10][c:11]3[cH:12][cH:13]2)[c:17]([Cl:24])[cH:18][c:19]([NH2:21])[cH:20]1. Product: CN(C)C(=O)c1ccccc1NCCCCl. The reactants are ClCCCBr, O=C([O-])[O-], [K+], [K+], CN(C)C(=O)c1ccccc1N, CN(C)C=O, O. RXN SMILES: [Br:19][CH2:20][CH2:21][CH2:22][Cl:23].[C:13](=[O:14])([O-:15])[O-:16].[K+:17].[K+:18].[NH2:1][c:2]1[c:3]([C:4](=[O:5])[N:6]([CH3:7])[CH3:8])[cH:9][cH:10][cH:11][cH:12]1.[O:25]=[CH:26][N:27]([CH3:28])[CH3:29].[OH2:24]>>[NH:1]([c:2]1[c:3]([C:4](=[O:5])[N:6]([CH3:7])[CH3:8])[cH:9][cH:10][cH:11][cH:12]1)[CH2:20][CH2:21][CH2:22][Cl:23]. The reactants are NC1=CC(=NN1C1=CC=C(C=C1)O)C(C)(C)C (4-(5-Amino-3-tert-butyl-pyrazol-1-yl)-phenol), CN1CCN(CC1)CCO (2-(4-methyl-piperazin-1-yl)-ethanol), C1(=CC=CC=C1)P(C1=CC=CC=C1)C1=CC=CC=C1 (triphenylphosphine), N(=NC(=O)OC(C)C)C(=O)OC(C)C (diisopropyl azodicarboxylate). The solvent is C1CCOC1 (THF), C(C)OCC (diethyl ether). Run at time 75 minute. Product: C(C)(C)(C)C=1C=C(N(N1)C1=CC=C(C=C1)OCCN1CCN(CC1)C)N (5-tert-Butyl-2-{4-[2-(4-methyl-piperazin-1-yl)-ethoxy]-phenyl}-2H-pyrazol-3-ylamine). Yield: 15.1%. Reaction SMILES: [NH2:1][C:2]1[N:6]([C:7]2[CH:12]=[CH:11][C:10]([OH:13])=[CH:9][CH:8]=2)[N:5]=[C:4]([C:14]([CH3:17])([CH3:16])[CH3:15])[CH:3]=1.[CH3:18][N:19]1[CH2:24][CH2:23][N:22]([CH2:25][CH2:26]O)[CH2:21][CH2:20]1.C1(P(C2C=CC=CC=2)C2C=CC=CC=2)C=CC=CC=1.N(C(OC(C)C)=O)=NC(OC(C)C)=O>C1COCC1.C(OCC)C>[C:14]([C:4]1[CH:3]=[C:2]([NH2:1])[N:6]([C:7]2[CH:12]=[CH:11][C:10]([O:13][CH2:26][CH2:25][N:22]3[CH2:23][CH2:24][N:19]([CH3:18])[CH2:20][CH2:21]3)=[CH:9][CH:8]=2)[N:5]=1)([CH3:17])([CH3:16])[CH3:15]. Reported procedure: To a solution of Intermediate 13b (1.15 g, 5.0 mmol), 2-(4-methyl-piperazin-1-yl)-ethanol (864 mg, 6.0 mmol), and triphenylphosphine (2.62 g, 10.0 mmol) in THF (10 mL), was added diisopropyl azodicarboxylate (2.0 g, 10.0 mmol) dropwise and stirred for 75 min. The mixture was diluted with diethyl ether (50 mL) and extracted with 10% aqueous citric acid soln (2×). The combined aqueous layers were basified with solid potassium carbonate until pH=9. The aqueous layer was then extracted with ethyl ac...